Dataset: the Open Reaction Database (ORD), a public repository of structured organic reaction records. Task: describe an organic reaction: reactants, conditions, products, and yield Starting materials: CN(C)C1(c2ccccn2)CCC(CC(=O)NCCCc2ccccc2)CC1, CCC(C)=O, C[Si](C)(C)Cl. Product: CN(C)C1(c2ccccn2)CCC(CC(=O)NCCCc2ccccc2)CC1, Cl. As a reaction SMILES: [CH3:1][N:2]([C:3]1([c:22]2[n:23][cH:24][cH:25][cH:26][cH:27]2)[CH2:4][CH2:5][CH:6]([CH2:9][C:10](=[O:11])[NH:12][CH2:13][CH2:14][CH2:15][c:16]2[cH:17][cH:18][cH:19][cH:20][cH:21]2)[CH2:7][CH2:8]1)[CH3:28].[CH3:34][C:35]([CH2:36][CH3:37])=[O:38].[Cl:29][Si:30]([CH3:31])([CH3:32])[CH3:33]>>[CH3:1][N:2]([C:3]1([c:22]2[n:23][cH:24][cH:25][cH:26][cH:27]2)[CH2:4][CH2:5][CH:6]([CH2:9][C:10](=[O:11])[NH:12][CH2:13][CH2:14][CH2:15][c:16]2[cH:17][cH:18][cH:19][cH:20][cH:21]2)[CH2:7][CH2:8]1)[CH3:28].[ClH:29]. The reactants are N[C@@H](C(=O)OCC)[C@@H](C(=O)OCC)O ((2R,3S)-diethyl 2-amino-3-hydroxysuccinate), C(C)(=O)O (acetic acid), C(#N)[BH3-].[Na+] (sodium cyanoborohydride), C(C1=CC=CC=C1)OCN1C=C(C=2N=CN=C(C21)OC)C=O (5-(benzyloxymethyl)-4-methoxy-5H-pyrrolo[3,2-d]pyrimidin-7-carbaldehyde). Run in CO (methanol), CO (methanol). Conditions: time 2 hour. Yields the product C(C1=CC=CC=C1)OCN1C=C(C=2N=CN=C(C21)OC)CN[C@@H](C(=O)OCC)[C@@H](C(=O)OCC)O ((2R,3S)-diethyl 2-((5-(benzyloxymethyl)-4-methoxy-5H-pyrrolo[3,2-d]pyrimidin-7-yl)methylamino)-3-hydroxysuccinate). The yield is 77.0%. As a reaction SMILES: [NH2:1][C@H:2]([C@H:8]([OH:14])[C:9]([O:11][CH2:12][CH3:13])=[O:10])[C:3]([O:5][CH2:6][CH3:7])=[O:4].C([BH3-])#N.[Na+].[CH2:19]([O:26][CH2:27][N:28]1[C:36]2[C:35]([O:37][CH3:38])=[N:34][CH:33]=[N:32][C:31]=2[C:30]([CH:39]=O)=[CH:29]1)[C:20]1[CH:25]=[CH:24][CH:23]=[CH:22][CH:21]=1.C(O)(=O)C>CO>[CH2:19]([O:26][CH2:27][N:28]1[C:36]2[C:35]([O:37][CH3:38])=[N:34][CH:33]=[N:32][C:31]=2[C:30]([CH2:39][NH:1][C@H:2]([C@H:8]([OH:14])[C:9]([O:11][CH2:12][CH3:13])=[O:10])[C:3]([O:5][CH2:6][CH3:7])=[O:4])=[CH:29]1)[C:20]1[CH:25]=[CH:24][CH:23]=[CH:22][CH:21]=1 |f:1.2|. Procedure: A mixture of (2R,3S)-diethyl 2-amino-3-hydroxysuccinate (prepared as described in A. Breuning, R. Vicik and T. Schirmeister, Tetrahedron Asymm., 2003, 14, 3301 and Z. Tang, Z.-H. Yang, X.-H. Chen, L.-F. Cun, A.-Q. Mi, Y.-Z. Jiang and L.-Z. Gong, J. Am. Chem. Soc., 2005, 127, 9285) (0.109 g, 0.53 mmol), sodium cyanoborohydride (0.055 g, 0.88 mmol) and 5-(benzyloxymethyl)-4-methoxy-5H-pyrrolo[3,2-d]pyrimidin-7-carbaldehyde (0.131 g, 0.44 mmol) were evaporated from methanol (3×). The residue was di... The reactants are ClCOC (Methyl chloromethyl ether), ClC=1C=C(C=CC1C(=C)CO)N(S(=O)(=O)C)C1=CC2=C(C(=C(O2)C2=CC=C(C=C2)F)C(=O)NC)C=C1C1CC1 (6-(N-(3-chloro-4-(3-hydroxyprop-1-en-2-yl)phenyl)methylsulfonamido)-5-cyclopropyl-2-(4-fluorophenyl)-N-methylbenzofuran-3-carboxamide), CCN(C(C)C)C(C)C (DIEA). The solvent is ClCCl (dichloromethane), ClCCl (dichloromethane). Reaction conditions: time 1.5 hour. Product: ClC=1C=C(C=CC1C(=C)COCOC)N(S(=O)(=O)C)C1=CC2=C(C(=C(O2)C2=CC=C(C=C2)F)C(=O)NC)C=C1C1CC1 (6-(N-(3-chloro-4-(3-(methoxymethoxy)prop-1-en-2-yl)phenyl)methylsulfonamido)-5-cyclopropyl-2-(4-fluorophenyl)-N-methylbenzofuran-3-carboxamide). Isolated yield 84.9%. As a reaction SMILES: Cl[CH2:2][O:3][CH3:4].[Cl:5][C:6]1[CH:7]=[C:8]([N:16]([C:21]2[C:40]([CH:41]3[CH2:43][CH2:42]3)=[CH:39][C:24]3[C:25]([C:35]([NH:37][CH3:38])=[O:36])=[C:26]([C:28]4[CH:33]=[CH:32][C:31]([F:34])=[CH:30][CH:29]=4)[O:27][C:23]=3[CH:22]=2)[S:17]([CH3:20])(=[O:19])=[O:18])[CH:9]=[CH:10][C:11]=1[C:12]([CH2:14][OH:15])=[CH2:13].CCN(C(C)C)C(C)C>ClCCl>[Cl:5][C:6]1[CH:7]=[C:8]([N:16]([C:21]2[C:40]([CH:41]3[CH2:42][CH2:43]3)=[CH:39][C:24]3[C:25]([C:35]([NH:37][CH3:38])=[O:36])=[C:26]([C:28]4[CH:33]=[CH:32][C:31]([F:34])=[CH:30][CH:29]=4)[O:27][C:23]=3[CH:22]=2)[S:17]([CH3:20])(=[O:19])=[O:18])[CH:9]=[CH:10][C:11]=1[C:12]([CH2:14][O:15][CH2:2][O:3][CH3:4])=[CH2:13]. Procedure details: Methyl chloromethyl ether (0.024 mL, 0.321 mmol) was added to a mixture of 6-(N-(3-chloro-4-(3-hydroxyprop-1-en-2-yl)phenyl)methylsulfonamido)-5-cyclopropyl-2-(4-fluorophenyl)-N-methylbenzofuran-3-carboxamide (83 mg, 0.146 mmol) and DIEA (0.076 mL, 0.438 mmol) in dichloromethane (2 mL). The mixture was stirred at room temperature for 1.5 hours. The reaction mixture was diluted with dichloromethane and washed with water and brine, dried over sodium sulfate and concentrated to give 6-(N-(3-chloro-... Starting materials: NC1=C(C=C(C=C1)Br)C=1C(=NC=CC1)C(=O)C1=NC=CC=C1C1=C(C=CC(=C1)Br)N (2-amino-5-bromophenyl-2-pyridylketone), CO (methanol), [BH4-].[Na+] (sodium borohydride). Run at time 30 minute. Yields the product NC1=C(C(C2=NC=CC=C2)O)C=C(C=C1)Br (2-amino-5-bromo-α-(2-pyridyl)benzyl alcohol). RXN SMILES: NC1C=CC(Br)=CC=1C1C([C:15]([C:17]2[C:22]([C:23]3[CH:28]=[C:27]([Br:29])[CH:26]=[CH:25][C:24]=3[NH2:30])=[CH:21][CH:20]=[CH:19][N:18]=2)=O)=NC=CC=1.[BH4-].[Na+].C[OH:34]>>[NH2:30][C:24]1[CH:25]=[CH:26][C:27]([Br:29])=[CH:28][C:23]=1[CH:22]([OH:34])[C:17]1[CH:15]=[CH:21][CH:20]=[CH:19][N:18]=1 |f:1.2|. Reported procedure: In 100 ml of methanol was dissolved 10 g of 2-amino-5-bromophenyl-2-pyridylketone. To the solution was added 1.7 g of sodium borohydride and stirred for 30 minutes. The solvent methanol was evaporated off under reduced pressure. The residue was treated with an aqueous solution of hydrochloric acid. The decomposed residue was then neutralized with 200 ml of a sodium bicarbonate aqueous solution, and extracted with ethyl acetate. The ethyl acetate layer was washed with water, dried over anhydrous ... Reactants: [Al+3], C1CCOC1, [H-], [H-], [H-], [H-], [Li+], CC(C)(C)OC(=O)n1cc(C(=O)CN=[N+]=[N-])c2ccccc21. The product is CC(C)(C)OC(=O)n1cc(C(=O)CN)c2ccccc21. Reaction SMILES: [Al+3:24].[CH2:29]1[O:30][CH2:31][CH2:32][CH2:33]1.[H-:23].[H-:26].[H-:27].[H-:28].[Li+:25].[N:1](=[N+:2]=[N-:3])[CH2:4][C:5](=[O:6])[c:7]1[cH:8][n:9]([C:16](=[O:17])[O:18][C:19]([CH3:20])([CH3:21])[CH3:22])[c:10]2[cH:11][cH:12][cH:13][cH:14][c:15]12>>[NH2:1][CH2:4][C:5](=[O:6])[c:7]1[cH:8][n:9]([C:16](=[O:17])[O:18][C:19]([CH3:20])([CH3:21])[CH3:22])[c:10]2[cH:11][cH:12][cH:13][cH:14][c:15]12. Reactants: C1COCCN1, C1CCOC1, CC(=O)O, CO, O=Cc1ccc2nc(N3CCN(C4CC4)CC3)sc2c1. Product: c1cc2nc(N3CCN(C4CC4)CC3)sc2cc1CN1CCOCC1. Reaction SMILES: [CH2:21]1[CH2:22][O:23][CH2:24][CH2:25][NH:26]1.[CH2:33]1[O:34][CH2:35][CH2:36][CH2:37]1.[CH3:27][C:28](=[O:29])[OH:30].[CH3:31][OH:32].[CH:1]1([N:4]2[CH2:5][CH2:6][N:7]([c:10]3[s:11][c:12]4[c:13]([n:14]3)[cH:15][cH:16][c:17]([CH:19]=[O:20])[cH:18]4)[CH2:8][CH2:9]2)[CH2:2][CH2:3]1>>[CH:1]1([N:4]2[CH2:5][CH2:6][N:7]([c:10]3[s:11][c:12]4[c:13]([n:14]3)[cH:15][cH:16][c:17]([CH2:19][N:26]3[CH2:21][CH2:22][O:23][CH2:24][CH2:25]3)[cH:18]4)[CH2:8][CH2:9]2)[CH2:2][CH2:3]1. Reaction SMILES: [Cl:1][c:2]1[n:3][c:4]2[c:9]([cH:10][n:11]1)[N:8]([CH3:12])[C:7](=[O:13])[CH:6]([CH2:14][CH3:15])[N:5]2[CH:16]1[CH2:17][CH2:18][CH2:19][CH2:20]1.[Cl:21][c:22]1[nH:23][cH:24][cH:25][n:26]1>>[c:2]1(-[n:23]2[c:22]([Cl:21])[n:26][cH:25][cH:24]2)[n:3][c:4]2[c:9]([cH:10][n:11]1)[N:8]([CH3:12])[C:7](=[O:13])[CH:6]([CH2:14][CH3:15])[N:5]2[CH:16]1[CH2:17][CH2:18][CH2:19][CH2:20]1. Starting materials: CCC1C(=O)N(C)c2cnc(Cl)nc2N1C1CCCC1, Clc1ncc[nH]1. Yields the product CCC1C(=O)N(C)c2cnc(-n3ccnc3Cl)nc2N1C1CCCC1. Reaction SMILES: [CH3:45][CH2:46][O:47][CH2:48][CH3:49].[Cl:42][CH2:43][Cl:44].[ClH:41].[n:1]1(-[c:6]2[n:7][cH:8][cH:9][c:10]3[c:11]2[o:12][c:13](-[c:35]2[cH:36][cH:37][cH:38][cH:39][cH:40]2)[c:14](-[c:17]2[cH:18][cH:19][c:20]([C:23]4([NH:27][C:28](=[O:29])[O:30][C:31]([CH3:32])([CH3:33])[CH3:34])[CH2:24][CH2:25][CH2:26]4)[cH:21][cH:22]2)[c:15]3=[O:16])[cH:2][n:3][cH:4][cH:5]1>>[ClH:41].[n:1]1(-[c:6]2[n:7][cH:8][cH:9][c:10]3[c:11]2[o:12][c:13](-[c:35]2[cH:36][cH:37][cH:38][cH:39][cH:40]2)[c:14](-[c:17]2[cH:18][cH:19][c:20]([C:23]4([NH2:27])[CH2:24][CH2:25][CH2:26]4)[cH:21][cH:22]2)[c:15]3=[O:16])[cH:2][n:3][cH:4][cH:5]1. Starting materials: CCOCC, ClCCl, Cl, CC(C)(C)OC(=O)NC1(c2ccc(-c3c(-c4ccccc4)oc4c(-n5ccnc5)nccc4c3=O)cc2)CCC1. Product: Cl, NC1(c2ccc(-c3c(-c4ccccc4)oc4c(-n5ccnc5)nccc4c3=O)cc2)CCC1.